describe an organic reaction: reactants, conditions, products, and yield From a dataset of the Open Reaction Database (ORD), a public repository of structured organic reaction records. The reactants are NCCCN(Cc1ccc(Br)cc1)c1ccccn1, CSC(=NC(=O)c1ccccc1)N1CCN(c2ccccn2)CC1, c1ccncc1. Yields the product O=C(N=C(NCCCN(Cc1ccc(Br)cc1)c1ccccn1)N1CCN(c2ccccn2)CC1)c1ccccc1. RXN SMILES: [Br:25][c:26]1[cH:27][cH:28][c:29]([CH2:30][N:31]([CH2:32][CH2:33][CH2:34][NH2:35])[c:36]2[n:37][cH:38][cH:39][cH:40][cH:41]2)[cH:42][cH:43]1.[CH3:1][S:2][C:3](=[N:4][C:5]([c:6]1[cH:7][cH:8][cH:9][cH:10][cH:11]1)=[O:12])[N:13]1[CH2:14][CH2:15][N:16]([c:19]2[n:20][cH:21][cH:22][cH:23][cH:24]2)[CH2:17][CH2:18]1.[cH:44]1[cH:45][cH:46][n:47][cH:48][cH:49]1>>[C:3](=[N:4][C:5]([c:6]1[cH:7][cH:8][cH:9][cH:10][cH:11]1)=[O:12])([N:13]1[CH2:14][CH2:15][N:16]([c:19]2[n:20][cH:21][cH:22][cH:23][cH:24]2)[CH2:17][CH2:18]1)[NH:35][CH2:34][CH2:33][CH2:32][N:31]([CH2:30][c:29]1[cH:28][cH:27][c:26]([Br:25])[cH:43][cH:42]1)[c:36]1[n:37][cH:38][cH:39][cH:40][cH:41]1. Reaction SMILES: [Cl:1][C:2]1[CH:15]=[CH:14][C:13]2[C@@H:12]3[CH:16]([OH:19])[CH:17]([OH:18])[C@@H:5]([C:6]4[C:11]3=[CH:10][CH:9]=[CH:8][CH:7]=4)[C:4]=2[CH:3]=1.C([O-])(=O)C.C([O-])(=O)C.C([O-])(=O)C.C([O-])(=O)C.[Pb+4]>C(O)(=O)C>[Cl:1][C:2]1[CH:15]=[CH:14][C:13]2[CH:12]([CH:16]=[O:19])[C:11]3[C:6](=[CH:7][CH:8]=[CH:9][CH:10]=3)[CH:5]([CH:17]=[O:18])[C:4]=2[CH:3]=1 |f:1.2.3.4.5|. Reaction conditions: time 10 minute. Run in C(C)(=O)O (acetic acid). Yields the product ClC1=CC=2C(C3=CC=CC=C3C(C2C=C1)C=O)C=O (2-Chloro-9,10-dihydro-9,10-anthracenedicarboxaldehyde). Reported procedure: To a solution of 2.7 g. of cis-2-chloro-9,10-dihydro-9,10-ethanoanthracene-11,12-diol in 20 ml. of acetic acid at room temperature is added 5.0 g. of lead tetraacetate (containing 10% acetic acid) portionwise. The mixture is stirred for 10 minutes, cooled in an ice-water bath and the crystals which form are collected by filtration and washed with cold acetic acid, giving the desired product as off-white crystals, m.p. 113°-115° C. Starting materials: ClC1=CC=2[C@@H]3C4=CC=CC=C4[C@H](C2C=C1)C(C3O)O (cis-2-chloro-9,10-dihydro-9,10-ethanoanthracene-11,12-diol), C(C)(=O)[O-].C(C)(=O)[O-].C(C)(=O)[O-].C(C)(=O)[O-].[Pb+4] (lead tetraacetate). Starting materials: C=CCNCCC#N, ClCCCl, O=S(=O)=O, O=P(Cl)(Cl)Cl, Cc1cccc(C)n1. The product is C=CCN(CCC#N)S(=O)(=O)Cl. As a reaction SMILES: [CH2:13]([CH:14]=[CH2:15])[NH:16][CH2:17][CH2:18][C:19]#[N:20].[Cl:26][CH2:27][CH2:28][Cl:29].[O:1]=[S:2](=[O:3])=[O:4].[P:21]([Cl:22])([Cl:23])([Cl:24])=[O:25].[n:5]1[c:6]([CH3:7])[cH:8][cH:9][cH:10][c:11]1[CH3:12]>>[O:1]=[S:2](=[O:4])([N:16]([CH2:13][CH:14]=[CH2:15])[CH2:17][CH2:18][C:19]#[N:20])[Cl:23].